This data is from the Open Reaction Database (ORD), a public repository of structured organic reaction records. The task is: describe an organic reaction: reactants, conditions, products, and yield Reactants: N (NH3), OO (H2O2), COCCN(CCCNC=1N=[N+](C2=C(N1)C=C1CCCC1=C2)[O-])C (N1-(2-Methoxyethyl)-N1-methyl-N3-(1-oxido-7,8-dihydro-6H-indeno[5,6-e][1,2,4]triazin-3-yl)-1,3-propanediamine), C(=O)(C(F)(F)F)O (TFA). The solvent is C(Cl)Cl (DCM), C(Cl)(Cl)Cl (CHCl3). Conditions: temperature 20 celsius, time 10 minute. The product is [O-][N+]1=NC(=[N+](C2=C1C=C1CCCC1=C2)[O-])NCCCN(C)CCOC (N1-(1,4-Dioxido-7,8-dihydro-6H-indeno[5,6-e][1,2,4]triazin-3-yl)-N3-(2-methoxyethyl)-N3-methyl-1,3-propanediamine). The yield is 4.7%. Reaction SMILES: OO.[CH3:3][O:4][CH2:5][CH2:6][N:7]([CH3:26])[CH2:8][CH2:9][CH2:10][NH:11][C:12]1[N:13]=[N+:14]([O-:25])[C:15]2[CH:24]=[C:23]3[C:19]([CH2:20][CH2:21][CH2:22]3)=[CH:18][C:16]=2[N:17]=1.C(O)(C(F)(F)F)=[O:28].N>C(Cl)Cl.C(Cl)(Cl)Cl>[O-:25][N+:14]1[C:15]2[CH:24]=[C:23]3[C:19](=[CH:18][C:16]=2[N+:17]([O-:28])=[C:12]([NH:11][CH2:10][CH2:9][CH2:8][N:7]([CH2:6][CH2:5][O:4][CH3:3])[CH3:26])[N:13]=1)[CH2:20][CH2:21][CH2:22]3. Procedure details: H2O2 (70%, 3.0 mL, ca. 60.4 mmol) was added dropwise to a stirred solution of TFM (8.4 mL, 60.4 mmol) in DCM (80 mL) at 0° C. The solution was stirred at 20° C. for 10 min, then cooled to 0° C., and added to a solution of 1-oxide 52 (2.0 g, 6.04 mmol) and TFA (1.0 mL, 13.0 mmol) in CHCl3 (80 mL) at 0° C. and the solution stirred at 20° C. for 18 h. The solution was made basic with dilute aqueous NH3 solution and extracted with CHCl3 (3×100 mL). The combined organic fraction was dried and the sol... Reactants: compound, C(C)(=O)OCCC1=CC=C(C=C1)C(CCCCCCC)=O (2-(4-Octanoylphenyl)ethyl Acetate), CO (methanol). Run at temperature 65 celsius. Solvent: solution, Cl (hydrochloric acid). Reaction SMILES: C([O:4][CH2:5][CH2:6][C:7]1[CH:12]=[CH:11][C:10]([C:13](=O)[CH2:14][CH2:15][CH2:16][CH2:17][CH2:18][CH2:19][CH3:20])=CC=1)(=O)C.[CH3:22]O>Cl>[CH2:5]([OH:4])[C:6]#[C:7][CH2:12][CH2:11][CH2:10][CH2:13][CH2:14][CH2:15][CH2:16][CH2:17][CH2:18][CH2:19][CH2:20][CH3:22]. Procedure details: The compound (12.374 g) of (1) above was dissolved in a 1N solution (230 ml) of hydrochloric acid in methanol and the mixture was heated at 65° C. for 1.5 hours. The reaction mixture was concentrated under reduced pressure and the residue was purified by silica gel column chromatography to give 8.465 g of 2-pentadecynyl alcohol. Product: C(C#CCCCCCCCCCCCC)O (2-pentadecynyl alcohol). The reactants are CCOC(=O)C1CCCN1C(=O)C1=Cc2c(OC)ccc(OC)c2CC1, CCO, [K+], [OH-]. Yields the product COc1ccc(OC)c2c1C=C(C(=O)N1CCCC1C(=O)O)CC2. Reaction SMILES: [CH3:1][O:2][c:3]1[c:4]2[c:9]([c:10]([O:13][CH3:14])[cH:11][cH:12]1)[CH:8]=[C:7]([C:15](=[O:16])[N:17]1[CH:18]([C:19](=[O:20])[O:21][CH2:22][CH3:23])[CH2:24][CH2:25][CH2:26]1)[CH2:6][CH2:5]2.[CH3:29][CH2:30][OH:31].[K+:28].[OH-:27]>>[CH3:1][O:2][c:3]1[c:4]2[c:9]([c:10]([O:13][CH3:14])[cH:11][cH:12]1)[CH:8]=[C:7]([C:15](=[O:16])[N:17]1[CH:18]([C:19](=[O:20])[OH:21])[CH2:24][CH2:25][CH2:26]1)[CH2:6][CH2:5]2.